From a dataset of the Open Reaction Database (ORD), a public repository of structured organic reaction records. describe an organic reaction: reactants, conditions, products, and yield The reactants are CC(C)(C)OC(=O)N1CCC(F)(CO)CC1, C1CCOC1, CC(C)OC(=O)N=NC(=O)OC(C)C, O=C1NC(=O)c2ccccc21, c1ccc(P(c2ccccc2)c2ccccc2)cc1. The product is CC(C)(C)OC(=O)N1CCC(F)(CN2C(=O)c3ccccc3C2=O)CC1. As a reaction SMILES: [C:1]([CH3:2])([CH3:3])([CH3:4])[O:5][C:6](=[O:7])[N:8]1[CH2:9][CH2:10][C:11]([CH2:14][OH:15])([F:16])[CH2:12][CH2:13]1.[CH2:61]1[O:62][CH2:63][CH2:64][CH2:65]1.[O:36]=[C:37]([O:38][CH:39]([CH3:40])[CH3:41])[N:42]=[N:43][C:44]([O:45][CH:46]([CH3:47])[CH3:48])=[O:49].[O:50]=[C:51]1[NH:52][C:53](=[O:54])[c:55]2[cH:56][cH:57][cH:58][cH:59][c:60]21.[c:17]1([P:18]([c:19]2[cH:20][cH:21][cH:22][cH:23][cH:24]2)[c:25]2[cH:26][cH:27][cH:28][cH:29][cH:30]2)[cH:31][cH:32][cH:33][cH:34][cH:35]1>>[C:1]([CH3:2])([CH3:3])([CH3:4])[O:5][C:6](=[O:7])[N:8]1[CH2:9][CH2:10][C:11]([CH2:14][N:52]2[C:51](=[O:50])[c:60]3[c:55]([cH:56][cH:57][cH:58][cH:59]3)[C:53]2=[O:54])([F:16])[CH2:12][CH2:13]1. Starting materials: COC(C(=COC(F)F)C1=C(C=CC=C1)C)=O (3-difluoromethoxy-2-(o-tolyl)-acrylic acid methyl ester), C(C1=CC=CC=C1)(=O)OOC(C1=CC=CC=C1)=O (dibenzoyl peroxide), BrN1C(CCC1=O)=O (N-bromosuccinimide). Solvent: C(Cl)(Cl)(Cl)Cl (carbon tetrachloride). Product: COC(C(=COC(F)F)C1=C(C=CC=C1)CBr)=O (2-(2-bromomethylphenyl)-3-difluoromethoxy-acrylic acid methyl ester). RXN SMILES: [CH3:1][O:2][C:3](=[O:17])[C:4]([C:10]1[CH:15]=[CH:14][CH:13]=[CH:12][C:11]=1[CH3:16])=[CH:5][O:6][CH:7]([F:9])[F:8].C(OOC(=O)C1C=CC=CC=1)(=O)C1C=CC=CC=1.[Br:36]N1C(=O)CCC1=O>C(Cl)(Cl)(Cl)Cl>[CH3:1][O:2][C:3](=[O:17])[C:4]([C:10]1[CH:15]=[CH:14][CH:13]=[CH:12][C:11]=1[CH2:16][Br:36])=[CH:5][O:6][CH:7]([F:8])[F:9]. Procedure: A solution of 14.2 g of 3-difluoromethoxy-2-(o-tolyl)-acrylic acid methyl ester and 0.15 g of dibenzoyl peroxide in 85 ml of carbon tetrachloride is heated to reflux. With radiation from a lamp, 10.44 g of N-bromosuccinimide are then added in several small portions and the reaction mixture is left to react for 1.5 hours. After cooling to room temperature, the reaction mixture is filtered and concentrated by evaporation in vacuo. The pale red crude product is purified by chromatography on silica ...